From a dataset of the Open Reaction Database (ORD), a public repository of structured organic reaction records. describe an organic reaction: reactants, conditions, products, and yield Solvent: CN(C=O)C (N,N-dimethylformamide). Reported procedure: 4-Hydroxymethyl-3-(2,3,4-trifluorophenyl)-2(3H)-thiazolethione (60 g) prepared in the same manner as in Reference Example 19 was dissolved in N,N-dimethylformamide (450 ml) and thereto potassium carbonate (60 g) was added and the mixture was stirred at 110° C. for 3 hours. After the reaction mixture was evaporated to dryness, water was added to the residue and the resultant was extracted with chloroform. The extract was washed with a NaCl solution and dried over anhydrous sodium sulfate, followe... Product: FC1=C(C=CC=2N3C(COC21)=CSC3=S)F (6,7-difluoro-1H,4H-thiazolo[4,3-c][1,4]benzoxazine-1-thione). The yield is 91.6%. The reactants are OCC=1N(C(SC1)=S)C1=C(C(=C(C=C1)F)F)F (4-Hydroxymethyl-3-(2,3,4-trifluorophenyl)-2(3H)-thiazolethione), C([O-])([O-])=O.[K+].[K+] (potassium carbonate). Reaction SMILES: [OH:1][CH2:2][C:3]1[N:4]([C:9]2[CH:14]=[CH:13][C:12]([F:15])=[C:11]([F:16])[C:10]=2F)[C:5](=[S:8])[S:6][CH:7]=1.C(=O)([O-])[O-].[K+].[K+]>CN(C)C=O>[F:16][C:11]1[C:10]2[O:1][CH2:2][C:3]3=[CH:7][S:6][C:5](=[S:8])[N:4]3[C:9]=2[CH:14]=[CH:13][C:12]=1[F:15] |f:1.2.3|. Conditions: temperature 110 celsius, time 3 hour. The reactants are [N+](=O)([O-])C1=CC=CC=2C(N(C3=C4C(=NC=C3C21)C=C2C(=C4)OCO2)CCN(C)C)=O (10-Nitro-2,3-methylenedioxy-5-[2-(N,N-dimethylamino)Ethyl]-5H-dibenzo[c,h][1,6]naphthyridin-6-one), O.NN (hydrazine hydrate). The reagents and catalysts are [Ni] (Ra—Ni). Solvent: C(C)O (ethanol). Run at time 3 hour. Yields the product NC1=CC=CC=2C(N(C3=C4C(=NC=C3C21)C=C2C(=C4)OCO2)CCN(C)C)=O (10-Amino-2,3-methylenedioxy-5-[2-(N,N-dimethylamino)ethyl]-5H-dibenzo[c,h][1,6]naphthyridin-6-one). Isolated yield 74.4%. Reaction SMILES: [N+:1]([C:4]1[C:17]2[C:16]3[C:11](=[C:12]4[CH:21]=[C:20]5[O:22][CH2:23][O:24][C:19]5=[CH:18][C:13]4=[N:14][CH:15]=3)[N:10]([CH2:25][CH2:26][N:27]([CH3:29])[CH3:28])[C:9](=[O:30])[C:8]=2[CH:7]=[CH:6][CH:5]=1)([O-])=O.O.NN>C(O)C.[Ni]>[NH2:1][C:4]1[C:17]2[C:16]3[C:11](=[C:12]4[CH:21]=[C:20]5[O:22][CH2:23][O:24][C:19]5=[CH:18][C:13]4=[N:14][CH:15]=3)[N:10]([CH2:25][CH2:26][N:27]([CH3:28])[CH3:29])[C:9](=[O:30])[C:8]=2[CH:7]=[CH:6][CH:5]=1 |f:1.2|. Procedure details: To a solution of compound 6a (40 mg, 0.1 mmol) in ethanol (10 mL), Ra—Ni (˜50 mg) and then hydrazine hydrate (0.2 mL) were added and reaction was stirred at room temperature for 3 h. The catalyst was filtered through the Celite and filtrate was concentrated in vacuo to provide 28 mg of a solid (74.4% yield); mp 223–224° C.; 1H NMR (CDCl3) δ 2.31 (s, 6H), 2.90 (t, 2H, J=7), 4.34 (s, 2H), 4.65 (t, 2H, J=7.4), 6.18 (s, 2H,), 7.16 (d, 1H, J=8), 7.4 (dd, 2H, J=7.6, 9.8) 7.74 (s, 1H), 8.02 (d, 1H, J=7... The reactants are C(C1=CC=CC=C1)N1C(C=C(C2=CN=CC=C12)O)=O (1-benzyl-4-hydroxy-1,6-naphthyridin-2(1H)-one). The solvent is FC(S(=O)(=O)O)(F)F (trifluoromethanesulfonic acid). Run at temperature 120 celsius, time 8 hour. The product is N1C(CC(C2=CN=CC=C12)=O)=O (1,6-Naphthyridine-2,4(1H,3H)-dione). Reaction SMILES: C([N:8]1[C:17]2[C:12](=[CH:13][N:14]=[CH:15][CH:16]=2)[C:11]([OH:18])=[CH:10][C:9]1=[O:19])C1C=CC=CC=1>FC(F)(F)S(O)(=O)=O>[NH:8]1[C:17]2[C:12](=[CH:13][N:14]=[CH:15][CH:16]=2)[C:11](=[O:18])[CH2:10][C:9]1=[O:19]. Procedure: A mixture of 1-benzyl-4-hydroxy-1,6-naphthyridin-2(1H)-one (21 g, 0.08 mol) and trifluoromethanesulfonic acid (100 mL) was heated with stirring at 120° C. overnight. The reaction mixture was used for the next step directly.